This data is from the Open Reaction Database (ORD), a public repository of structured organic reaction records. The task is: describe an organic reaction: reactants, conditions, products, and yield Reactants: COC(=O)c1ccc(O)c(OC)c1, C=C(C)CCl, [K+], [K+], O=C([O-])[O-], CN(C)C=O. Product: C=C(C)COc1ccc(C(=O)OC)cc1OC. As a reaction SMILES: [CH3:1][O:2][C:3](=[O:4])[c:5]1[cH:6][cH:7][c:8]([OH:9])[c:10]([O:11][CH3:12])[cH:13]1.[Cl:20][CH2:21][C:22](=[CH2:23])[CH3:24].[K+:14].[K+:15].[O-:16][C:17]([O-:18])=[O:19].[O:25]=[CH:26][N:27]([CH3:28])[CH3:29]>>[CH3:1][O:2][C:3](=[O:4])[c:5]1[cH:6][cH:7][c:8]([O:9][CH2:23][C:22](=[CH2:21])[CH3:24])[c:10]([O:11][CH3:12])[cH:13]1. Starting materials: CC(C)(C)c1cc2[nH]c(=O)c(=O)[nH]c2cc1S, CCOC(C)=O, Cc1ccc(S(=O)(=O)Br)cc1, c1ccncc1. Yields the product Cc1ccc(S(=O)(=O)Sc2cc3[nH]c(=O)c(=O)[nH]c3cc2C(C)(C)C)cc1. RXN SMILES: [C:1]([CH3:2])([CH3:3])([CH3:4])[c:5]1[cH:6][c:7]2[nH:8][c:9](=[O:17])[c:10](=[O:16])[nH:11][c:12]2[cH:13][c:14]1[SH:15].[CH3:35][CH2:36][O:37][C:38]([CH3:39])=[O:40].[S:18](=[O:19])(=[O:20])([c:21]1[cH:22][cH:23][c:24]([CH3:25])[cH:26][cH:27]1)[Br:28].[cH:29]1[cH:30][cH:31][n:32][cH:33][cH:34]1>>[C:1]([CH3:2])([CH3:3])([CH3:4])[c:5]1[cH:6][c:7]2[nH:8][c:9](=[O:17])[c:10](=[O:16])[nH:11][c:12]2[cH:13][c:14]1[S:15][S:18](=[O:19])(=[O:20])[c:21]1[cH:22][cH:23][c:24]([CH3:25])[cH:26][cH:27]1. Reactants: [Li]CCCC (BuLi), O (H2O), C(C1=CC=CC=C1)OC1=C(C(=CC(=C1)C(F)(F)F)Br)OCC1=CC=CC=C1 (1,2-bis-benzyloxy-3-bromo-5-trifluoromethyl-benzene), ClC(=O)OC (Methyl chloroformate). The solvent is CCCCCC (hexane), CCOC(=O)C (EtOAc), C1CCOC1 (THF). Reaction conditions: time 15 minute. Product: C(C1=CC=CC=C1)OC1=C(C(=O)OC)C=C(C=C1OCC1=CC=CC=C1)C(F)(F)F (Methyl 2,3-bis-benzyloxy-5-trifluoromethyl-benzoate). Reaction SMILES: [CH2:1]([O:8][C:9]1[CH:14]=[C:13]([C:15]([F:18])([F:17])[F:16])[CH:12]=[C:11](Br)[C:10]=1[O:20][CH2:21][C:22]1[CH:27]=[CH:26][CH:25]=[CH:24][CH:23]=1)[C:2]1[CH:7]=[CH:6][CH:5]=[CH:4][CH:3]=1.[Li]CCCC.Cl[C:34]([O:36][CH3:37])=[O:35].O>C1COCC1.CCCCCC.CCOC(C)=O>[CH2:21]([O:20][C:10]1[C:9]([O:8][CH2:1][C:2]2[CH:7]=[CH:6][CH:5]=[CH:4][CH:3]=2)=[CH:14][C:13]([C:15]([F:18])([F:17])[F:16])=[CH:12][C:11]=1[C:34]([O:36][CH3:37])=[O:35])[C:22]1[CH:27]=[CH:26][CH:25]=[CH:24][CH:23]=1. Reported procedure: To a solution of 1,2-bis-benzyloxy-3-bromo-5-trifluoromethyl-benzene (750 mg, 1.76 mmol) in 10 mL dry THF cooled to −90° C., BuLi (3.3 mL of a 1.6 m solution in hexane, 5.28 mmol, 3 eq.) was slowly added via a syringe and the yellow solution was stirred at low temperature for 15 min. Methyl chloroformate (1.66 g, 17.6 mmol, 10 eq.) was then added to the solution and the reaction mixture was allowed to warm to r.t. where the stirring was continued for 1 h. The mixture was then poured into a separ... Starting materials: C(C)OC(=O)C1(CC2=CC=C(C=C2C1)F)NC(C1=C(C(=CC=C1)C)I)=O (5-fluoro-2-(2-iodo-3-methyl-benzoylamino)-indan-2-carboxylic acid ethyl ester), C(=C\C)/B(O)O (trans-1-propen-1-ylboronic acid), aqueous solution, C(=O)([O-])[O-].[K+].[K+] (K2CO3). Reagents/catalysts: [Pd] (palladium), [Pd] (Pd). The solvent is CCO (EtOH), O1CCOCC1 (dioxane). The product is C(C)OC(=O)C1(CC2=CC=C(C=C2C1)F)NC(C1=C(C(=CC=C1)C)\C=C\C)=O (5-Fluoro-2-[3-methyl-2-((E)-propenyl)-benzoylamino]-indan-2-carboxylic acid ethyl ester). Yield: 50.9%. Reaction SMILES: [CH2:1]([O:3][C:4]([C:6]1([NH:16][C:17](=[O:26])[C:18]2[CH:23]=[CH:22][CH:21]=[C:20]([CH3:24])[C:19]=2I)[CH2:14][C:13]2[C:8](=[CH:9][CH:10]=[C:11]([F:15])[CH:12]=2)[CH2:7]1)=[O:5])[CH3:2].[CH:27](/B(O)O)=[CH:28]\[CH3:29].C([O-])([O-])=O.[K+].[K+]>CCO.O1CCOCC1.[Pd]>[CH2:1]([O:3][C:4]([C:6]1([NH:16][C:17](=[O:26])[C:18]2[CH:23]=[CH:22][CH:21]=[C:20]([CH3:24])[C:19]=2/[CH:27]=[CH:28]/[CH3:29])[CH2:14][C:13]2[C:8](=[CH:9][CH:10]=[C:11]([F:15])[CH:12]=2)[CH2:7]1)=[O:5])[CH3:2] |f:2.3.4|. Procedure: To a solution of 5-fluoro-2-(2-iodo-3-methyl-benzoylamino)-indan-2-carboxylic acid ethyl ester (400 mg, 0.85 mmol) and trans-1-propen-1-ylboronic acid (294 mg, 3.42 mmol) in EtOH (10 mL) and dioxane (5 mL) is added palladium anchored homogeneous catalyst, FibreCatPd(0) (4.84% Pd, 186 mg, 8.5% mmol) and 2M aqueous solution of K2SO4 (1.71 mL, 3.42 mmol). The resulting reaction mixture is covered with argon and run in a microwave reaction: 110° C., 7 h. After concentration in vacuo, the residue is ... The reactants are CC1CN(c2ccncc2[N+](=O)[O-])CC(NC(=O)OC(C)(C)C)C1O[Si](C)(C)C(C)(C)C, CO. Yields the product CC1CN(c2ccncc2N)CC(NC(=O)OC(C)(C)C)C1O[Si](C)(C)C(C)(C)C. Reaction SMILES: [C:1]([CH3:2])([CH3:3])([CH3:4])[Si:5]([O:6][CH:7]1[CH:8]([NH:23][C:24]([O:25][C:26]([CH3:27])([CH3:28])[CH3:29])=[O:30])[CH2:9][N:10]([c:14]2[c:15]([N+:20]([O-:21])=[O:22])[cH:16][n:17][cH:18][cH:19]2)[CH2:11][CH:12]1[CH3:13])([CH3:31])[CH3:32].[CH3:33][OH:34]>>[C:1]([CH3:2])([CH3:3])([CH3:4])[Si:5]([O:6][CH:7]1[CH:8]([NH:23][C:24]([O:25][C:26]([CH3:27])([CH3:28])[CH3:29])=[O:30])[CH2:9][N:10]([c:14]2[c:15]([NH2:20])[cH:16][n:17][cH:18][cH:19]2)[CH2:11][CH:12]1[CH3:13])([CH3:31])[CH3:32]. Reactants: FC1=C(C=CC=C1)CC=O (2-Fluorophenylacetaldehyde), FC1=C(C=CC=C1)C=CC(C(=O)OCC)C(C)C (ethyl 4-(2-fluorophenyl)-2-isopropyl-3-butenoate), FC1=C(C=CC=C1)C=CC(C(=O)O)C(C)C (4-(2-fluorophenyl)-2-isopropyl-3-butenoic acid), acid chloride, O(C1=CC=CC=C1)C=1C=C(CO)C=CC1 (m-phenoxybenzyl alcohol). Product: FC1=C(C=CC=C1)C=CC(C(=O)OCC1=CC(=CC=C1)OC1=CC=CC=C1)C(C)C (m-phenoxybenzyl 4-(2-fluorophenyl)-2-isopropyl-3-butenoate). As a reaction SMILES: FC1C=CC=CC=1CC=O.[F:11][C:12]1[CH:17]=[CH:16][CH:15]=[CH:14][C:13]=1[CH:18]=[CH:19][CH:20]([CH:26]([CH3:28])[CH3:27])[C:21]([O:23][CH2:24][CH3:25])=[O:22].FC1C=CC=CC=1C=CC(C(C)C)C(O)=O.[O:45]([C:52]1[CH:53]=C([CH:57]=[CH:58][CH:59]=1)CO)[C:46]1[CH:51]=[CH:50][CH:49]=[CH:48][CH:47]=1>>[F:11][C:12]1[CH:17]=[CH:16][CH:15]=[CH:14][C:13]=1[CH:18]=[CH:19][CH:20]([CH:26]([CH3:27])[CH3:28])[C:21]([O:23][CH2:24][C:25]1[CH:57]=[CH:58][CH:59]=[C:52]([O:45][C:46]2[CH:51]=[CH:50][CH:49]=[CH:48][CH:47]=2)[CH:53]=1)=[O:22]. Procedure details: 2-Fluorophenylacetaldehyde is converted into ethyl 4-(2-fluorophenyl)-2-isopropyl-3-butenoate and hydrolyzed to the acid using the procedure of Example 9. The acid, 4-(2-fluorophenyl)-2-isopropyl-3-butenoic acid, is reacted, via the acid chloride, with m-phenoxybenzyl alcohol to yield m-phenoxybenzyl 4-(2-fluorophenyl)-2-isopropyl-3-butenoate, MS m/e 404.3 (M+). 2-Fluorophenylacetaldehyde is prepared from o-fluoro-β-methoxystyrene via the dimethylacetal using the procedure of Winterfeldt, Berich...